This data is from the Open Reaction Database (ORD), a public repository of structured organic reaction records. The task is: describe an organic reaction: reactants, conditions, products, and yield The reactants are CN(C=O)C (dimethylformamide), NC(C(=O)C1=C(N(C2=CC=CC(=C12)OCC(=O)O)CC=1C=C(C=CC1)C1=CC=CC=C1)CC)=O (((3-(2-amino-1,2-dioxoethyl)-1-((1,1′-biphenyl)-3-ylmethyl)-2-ethyl-1H-indol-4-yl)oxy)acetic acid), [Na] (sodium), Cl.ClCCN1CCOCC1 (4-(2-chloroethyl)morpholine hydrochloride), CsCO3. The solvent is O (H2O). Reaction conditions: temperature 60 celsius. Yields the product NC(C(=O)C1=C(N(C2=CC=CC(=C12)OCC(=O)OCCN1CCOCC1)CC=1C=C(C=CC1)C1=CC=CC=C1)C)=O (((3-(2-Amino-1,2-dioxoethyl)-1-((1,1′-biphenyl)-3-ylmethyl)-2-methyl-1H-indol-4-yl)oxy)acetic acid, morpholinylethyl ester). As a reaction SMILES: CN(C)C=O.Cl.Cl[CH2:8][CH2:9][N:10]1[CH2:15][CH2:14][O:13][CH2:12][CH2:11]1.[NH2:16][C:17](=[O:49])[C:18]([C:20]1[C:28]2[C:23](=[CH:24][CH:25]=[CH:26][C:27]=2[O:29][CH2:30][C:31]([OH:33])=[O:32])[N:22]([CH2:34][C:35]2[CH:36]=[C:37]([C:41]3[CH:46]=[CH:45][CH:44]=[CH:43][CH:42]=3)[CH:38]=[CH:39][CH:40]=2)[C:21]=1[CH2:47]C)=[O:19].[Na]>O>[NH2:16][C:17](=[O:49])[C:18]([C:20]1[C:28]2[C:23](=[CH:24][CH:25]=[CH:26][C:27]=2[O:29][CH2:30][C:31]([O:33][CH2:8][CH2:9][N:10]2[CH2:15][CH2:14][O:13][CH2:12][CH2:11]2)=[O:32])[N:22]([CH2:34][C:35]2[CH:36]=[C:37]([C:41]3[CH:42]=[CH:43][CH:44]=[CH:45][CH:46]=3)[CH:38]=[CH:39][CH:40]=2)[C:21]=1[CH3:47])=[O:19] |f:1.2,^1:49|. Procedure: In a flask containing 10 ml of dimethylformamide is added with stirring 133 mg. of 4-(2-chloroethyl)morpholine hydrochloride (available from Aldrich Chemical Co., Milwaukee, Wis. USA, Item No. C4,220-3) and 231 mg. of CsCO3 and 300 mg. of ((3-(2-amino-1,2-dioxoethyl)-1-((1,1′-biphenyl)-3-ylmethyl)-2-ethyl-1H-indol-4-yl)oxy)acetic acid, sodium salt. The slurry is heated to 60° C. until a solution formed. Heating is continued overnight until reaction is complete. 20 ml of H2O is added to the flask... Reactants: O=C([O-])[O-], CS(=O)(=O)Nc1cc(C=O)ccc1OCCN1CCOCC1, [I-], [K+], [K+], CN(C)C=O, c1ccc([P+](Cc2n[nH]c3ccccc23)(c2ccccc2)c2ccccc2)cc1. Yields the product CS(=O)(=O)Nc1cc(C=Cc2n[nH]c3ccccc23)ccc1OCCN1CCOCC1. RXN SMILES: [C:53](=[O:54])([O-:55])[O-:56].[CH3:1][S:2](=[O:3])(=[O:4])[NH:5][c:6]1[cH:7][c:8]([CH:9]=[O:10])[cH:11][cH:12][c:13]1[O:14][CH2:15][CH2:16][N:17]1[CH2:18][CH2:19][O:20][CH2:21][CH2:22]1.[I-:23].[K+:57].[K+:58].[O:59]=[CH:60][N:61]([CH3:62])[CH3:63].[nH:24]1[n:25][c:26]([CH2:33][P+:34]([c:35]2[cH:36][cH:37][cH:38][cH:39][cH:40]2)([c:41]2[cH:42][cH:43][cH:44][cH:45][cH:46]2)[c:47]2[cH:48][cH:49][cH:50][cH:51][cH:52]2)[c:27]2[cH:28][cH:29][cH:30][cH:31][c:32]12>>[CH3:1][S:2](=[O:3])(=[O:4])[NH:5][c:6]1[cH:7][c:8]([CH:9]=[CH:33][c:26]2[n:25][nH:24][c:32]3[c:27]2[cH:28][cH:29][cH:30][cH:31]3)[cH:11][cH:12][c:13]1[O:14][CH2:15][CH2:16][N:17]1[CH2:18][CH2:19][O:20][CH2:21][CH2:22]1. Starting materials: ClCCl, O=C(Cl)C(=O)Cl, CC(C)C(C(=O)O)c1ccc(F)cc1. Yields the product CC(C)C(C(=O)Cl)c1ccc(F)cc1. As a reaction SMILES: [CH2:21]([Cl:22])[Cl:23].[Cl:15][C:16]([C:17]([Cl:18])=[O:19])=[O:20].[F:1][c:2]1[cH:3][cH:4][c:5]([CH:8]([C:9](=[O:10])[OH:11])[CH:12]([CH3:13])[CH3:14])[cH:6][cH:7]1>>[F:1][c:2]1[cH:3][cH:4][c:5]([CH:8]([C:9](=[O:10])[Cl:15])[CH:12]([CH3:13])[CH3:14])[cH:6][cH:7]1. The reactants are FC1=CC=C(C=C1)N1N=CC=C(C1=O)C(=O)O (2-(4-fluorophenyl)-3-oxo-2,3-dihydropyridazine-4-carboxylic acid), COC1=CC=C(CN2N=C(C=3C2=NC=CC3OC3=C(C=C(C=C3)N)F)N[C@@H]3[C@H](CN(CC3)C(=O)OC(C)(C)C)F)C=C1 ((3S*,4S*)-tert-butyl 4-(1-(4-methoxybenzyl)-4-(4-amino-2-fluorophenoxy)-1H-pyrazolo[3,4-b]pyridin-3-ylamino)-3-fluoropiperidine-1-carboxylate). The product is COC1=CC=C(CN2N=C(C=3C2=NC=CC3OC3=C(C=C(C=C3)NC(=O)C3=CC=NN(C3=O)C3=CC=C(C=C3)F)F)N[C@@H]3[C@H](CN(CC3)C(=O)OC(C)(C)C)F)C=C1 ((3S*,4S*)-tert-butyl 4-(1-(4-methoxybenzyl)-4-(2-fluoro-4-(1-(4-fluorophenyl)-6-oxo-1,6-dihydropyridazine-5-carboxamido)phenoxy)-1H-pyrazolo[3,4-b]pyridin-3-ylamino)-3-fluoropiperidine-1-carboxylate). RXN SMILES: [F:1][C:2]1[CH:7]=[CH:6][C:5]([N:8]2[C:13](=[O:14])[C:12]([C:15]([OH:17])=O)=[CH:11][CH:10]=[N:9]2)=[CH:4][CH:3]=1.[CH3:18][O:19][C:20]1[CH:59]=[CH:58][C:23]([CH2:24][N:25]2[C:29]3=[N:30][CH:31]=[CH:32][C:33]([O:34][C:35]4[CH:40]=[CH:39][C:38]([NH2:41])=[CH:37][C:36]=4[F:42])=[C:28]3[C:27]([NH:43][C@H:44]3[CH2:49][CH2:48][N:47]([C:50]([O:52][C:53]([CH3:56])([CH3:55])[CH3:54])=[O:51])[CH2:46][C@@H:45]3[F:57])=[N:26]2)=[CH:22][CH:21]=1>>[CH3:18][O:19][C:20]1[CH:21]=[CH:22][C:23]([CH2:24][N:25]2[C:29]3=[N:30][CH:31]=[CH:32][C:33]([O:34][C:35]4[CH:40]=[CH:39][C:38]([NH:41][C:15]([C:12]5[C:13](=[O:14])[N:8]([C:5]6[CH:4]=[CH:3][C:2]([F:1])=[CH:7][CH:6]=6)[N:9]=[CH:10][CH:11]=5)=[O:17])=[CH:37][C:36]=4[F:42])=[C:28]3[C:27]([NH:43][C@H:44]3[CH2:49][CH2:48][N:47]([C:50]([O:52][C:53]([CH3:56])([CH3:54])[CH3:55])=[O:51])[CH2:46][C@@H:45]3[F:57])=[N:26]2)=[CH:58][CH:59]=1. Reported procedure: Prepared from 2-(4-fluorophenyl)-3-oxo-2,3-dihydropyridazine-4-carboxylic acid (50.8 mg, 0.217 mmol, prepared according to the procedure for Example 19, Step C) and ±(3S*,4S*)-tert-butyl 4-(1-(4-methoxybenzyl)-4-(4-amino-2-fluorophenoxy)-1H-pyrazolo[3,4-b]pyridin-3-ylamino)-3-fluoropiperidine-1-carboxylate (63 mg, 0.109 mmol) according to the procedure described for Example 143, Step B. Yield: 17 mg (20%). Reactants: C(C)OC=1C(=NC=C(C1)B1OC(C(O1)(C)C)(C)C)OCC1=CC=C(C=C1)OC (3-ethoxy-2-((4-methoxybenzyl)oxy)-5-(4,4,5,5-tetramethyl-1,3,2-dioxaborolan-2-yl)pyridine), BrC1=CC(=C(C=C1)CC(=O)N)F (2-(4-bromo-2-fluorophenyl)acetamide), C(=O)([O-])[O-].[Cs+].[Cs+] (Cs2CO3). Reagents/catalysts: C1=CC=C(C=C1)P([C-]2C=CC=C2)C3=CC=CC=C3.C1=CC=C(C=C1)P([C-]2C=CC=C2)C3=CC=CC=C3.Cl[Pd]Cl.[Fe+2] (PdCl2(dppf)). Solvent: O1CCOCC1 (1,4-dioxane), O (H2O), O (H2O). Yields the product C(C)OC=1C=C(C=NC1OCC1=CC=C(C=C1)OC)C1=CC(=C(C=C1)CC(=O)N)F (2-(4-(5-ethoxy-6-((4-methoxybenzyl)oxy)pyridin-3-yl)-2-fluorophenyl)acetamide). Yield: 63.5%. Reaction SMILES: [CH2:1]([O:3][C:4]1[C:5]([O:19][CH2:20][C:21]2[CH:26]=[CH:25][C:24]([O:27][CH3:28])=[CH:23][CH:22]=2)=[N:6][CH:7]=[C:8](B2OC(C)(C)C(C)(C)O2)[CH:9]=1)[CH3:2].Br[C:30]1[CH:35]=[CH:34][C:33]([CH2:36][C:37]([NH2:39])=[O:38])=[C:32]([F:40])[CH:31]=1.C([O-])([O-])=O.[Cs+].[Cs+]>O1CCOCC1.O.C1C=CC(P(C2C=CC=CC=2)[C-]2C=CC=C2)=CC=1.C1C=CC(P(C2C=CC=CC=2)[C-]2C=CC=C2)=CC=1.Cl[Pd]Cl.[Fe+2]>[CH2:1]([O:3][C:4]1[CH:9]=[C:8]([C:30]2[CH:35]=[CH:34][C:33]([CH2:36][C:37]([NH2:39])=[O:38])=[C:32]([F:40])[CH:31]=2)[CH:7]=[N:6][C:5]=1[O:19][CH2:20][C:21]1[CH:22]=[CH:23][C:24]([O:27][CH3:28])=[CH:25][CH:26]=1)[CH3:2] |f:2.3.4,7.8.9.10|. Procedure details: A solution of 3-ethoxy-2-((4-methoxybenzyl)oxy)-5-(4,4,5,5-tetramethyl-1,3,2-dioxaborolan-2-yl)pyridine (133 mg, 0.345 mmol), 2-(4-bromo-2-fluorophenyl)acetamide (80 mg, 0.345 mmol), Cs2CO3 (225 mg, 0.690 mmol) and PdCl2(dppf) (25.2 mg, 0.034 mmol) in 1,4-dioxane (9 mL) and H2O (3 mL) was stirred at 110° C. for 15 min. After LCMS analysis showed the starting material had disappeared, the mixture was dissolved in H2O (20 mL) and extracted by EA (50 mL). The organic layer was dried over Na2SO4, fi... Reactants: ClCCl, CCCCCl, COC(=O)c1ccccc1S(=O)(=O)N=C=O, Cc1nc(N)nc(C)c1C. Product: COC(=O)c1ccccc1S(=O)(=O)NC(=O)Nc1nc(C)c(C)c(C)n1. RXN SMILES: [CH2:11]([Cl:12])[Cl:13].[CH2:30]([Cl:31])[CH2:32][CH2:33][CH3:34].[N:14](=[C:15]=[O:16])[S:17](=[O:18])(=[O:19])[c:20]1[c:21]([C:22](=[O:23])[O:24][CH3:25])[cH:26][cH:27][cH:28][cH:29]1.[NH2:1][c:2]1[n:3][c:4]([CH3:10])[c:5]([CH3:9])[c:6]([CH3:8])[n:7]1>>[NH:1]([c:2]1[n:3][c:4]([CH3:10])[c:5]([CH3:9])[c:6]([CH3:8])[n:7]1)[C:15]([NH:14][S:17](=[O:18])(=[O:19])[c:20]1[c:21]([C:22](=[O:23])[O:24][CH3:25])[cH:26][cH:27][cH:28][cH:29]1)=[O:16]. Reactants: [OH-].[Na+] (sodium hydroxide), FC(C1=C(C=CC(=C1)C1=NC(=NO1)C1=C2C=CN(C2=CC=C1)CCC(=O)OCC)C1=CC=CC=C1)(F)F (Ethyl 3-(4-{5-[2-(trifluoromethyl)-4-biphenylyl]-1,2,4-oxadiazol-3-yl}-1H-indol-1-yl)propanoate), O (water). Run in C(C)O (ethanol). Conditions: temperature 40 celsius, time 1 hour. Product: FC(C1=C(C=CC(=C1)C1=NC(=NO1)C1=C2C=CN(C2=CC=C1)CCC(=O)[O-])C1=CC=CC=C1)(F)F.[Na+] (Sodium 3-(4-{5-[2-(trifluoromethyl)-4-biphenylyl]-1,2,4-oxadiazol-3-yl}-1H-indol-1-yl)propanoate). RXN SMILES: [F:1][C:2]([F:37])([F:36])[C:3]1[CH:8]=[C:7]([C:9]2[O:13][N:12]=[C:11]([C:14]3[CH:22]=[CH:21][CH:20]=[C:19]4[C:15]=3[CH:16]=[CH:17][N:18]4[CH2:23][CH2:24][C:25]([O:27]CC)=[O:26])[N:10]=2)[CH:6]=[CH:5][C:4]=1[C:30]1[CH:35]=[CH:34][CH:33]=[CH:32][CH:31]=1.[OH-].[Na+:39].O>C(O)C>[F:37][C:2]([F:1])([F:36])[C:3]1[CH:8]=[C:7]([C:9]2[O:13][N:12]=[C:11]([C:14]3[CH:22]=[CH:21][CH:20]=[C:19]4[C:15]=3[CH:16]=[CH:17][N:18]4[CH2:23][CH2:24][C:25]([O-:27])=[O:26])[N:10]=2)[CH:6]=[CH:5][C:4]=1[C:30]1[CH:31]=[CH:32][CH:33]=[CH:34][CH:35]=1.[Na+:39] |f:1.2,5.6|. Procedure: Ethyl 3-(4-{5-[2-(trifluoromethyl)-4-biphenylyl]-1,2,4-oxadiazol-3-yl}-1H-indol-1-yl)propanoate (D64) (15 mg, 0.31 mmol) was dissolved in ethanol (50 ml) by warming to 40° C. for 10 minutes then 2N sodium hydroxide (4 ml, 8 mmol) was added followed by water (8 ml). The solution was left standing for 1 hour. Evaporated off the ethanol and filtered off the off-white solid. Mass of title compound as a beige obtained on drying was 42 mg. δH (400 MHz, methanol-d4) 2.69 (2H, t), 4.53 (2H, t), 7.17-7.1...